From a dataset of the Open Reaction Database (ORD), a public repository of structured organic reaction records. describe an organic reaction: reactants, conditions, products, and yield Reactants: BrC1=C(C(=O)O)C=C(C=C1)Br (2,5-dibromobenzoic acid), S(=O)(Cl)Cl (thionyl chloride). The product is BrC1=C(C(=O)Cl)C=C(C=C1)Br (2,5-dibromobenzoyl chloride). Yield: 75.1%. Reaction SMILES: [Br:1][C:2]1[CH:10]=[CH:9][C:8]([Br:11])=[CH:7][C:3]=1[C:4](O)=[O:5].S(Cl)([Cl:14])=O>>[Br:1][C:2]1[CH:10]=[CH:9][C:8]([Br:11])=[CH:7][C:3]=1[C:4]([Cl:14])=[O:5]. Reported procedure: Into a 2 L flask fitted with a reflux condenser and magnetic stir-bar was introduced 2,5-dibromobenzoic acid (50.0 g, 0.1786 mol) and thionyl chloride (150 mL, 2.04 mol). The mixture was refluxed for 8 hours. Most of the thionyl chloride was distilled off followed by removal of the remainder by rotary evaporation. Distillation gave 40 g of 2,5-dibromobenzoyl chloride. (pot temperature 110° C.; distillation temp 70° C./0.70 mm Hg).